Dataset: the Open Reaction Database (ORD), a public repository of structured organic reaction records. Task: describe an organic reaction: reactants, conditions, products, and yield The reactants are ice water, C[Li] (Methyl lithium), C1(=CC=CC=C1)C(CC(=O)O)C (3-Phenylbutyric acid), [Li]C (MeLi). The solvent is CCOCC (Et2O). Yields the product C1(=CC=CC=C1)C(CC(C)=O)C (4-Phenylpentan-2-one). Reaction SMILES: [CH3:1][Li].[C:3]1([CH:9]([CH3:14])[CH2:10][C:11]([OH:13])=O)[CH:8]=[CH:7][CH:6]=[CH:5][CH:4]=1>CCOCC>[C:3]1([CH:9]([CH3:14])[CH2:10][C:11](=[O:13])[CH3:1])[CH:4]=[CH:5][CH:6]=[CH:7][CH:8]=1. Procedure: 1.6 M Methyl lithium (22.8 mL, 36.5 mmol) was added over 1 hour to a stirring 0° C. solution of 3-Phenylbutyric acid (1.8298 g, 11.14 mmol) in dry Et2O (56 mL, 0.2 M): The ice bath was removed, and the reaction was allowed to stir at room temperature for 2⅔ additional hours. Another 0.8 mL MeLi (1.12 mmol, 0.10 equiv) was added, and the reaction was stirred for another 30 minutes. The reaction was then poured into rapidly stirring ice water containing aq. HCl. The organic layer was removed, wash... Starting materials: C(C1=CC=CC=C1)(=O)O (benzoic acid), N1CCCCC1 (piperidine), O=C1N=C(SC1)N[C@@H](COC(C)=O)C1=CC=CC=C1 (acetic acid 2-[4-oxo-4,5-dihydro-thiazol-2-ylamino]-2-(R)-phenyl-ethyl ester), N1C=C(C=2C1=NC=CC2)C=O (1H-pyrrolo[2,3-b]pyridine-3-carbaldehyde). The solvent is C1(=CC=CC=C1)C (toluene), C1(=CC=CC=C1)C (toluene). Conditions: temperature 150 celsius. Product: O=C1N=C(SC1=CC1=CNC2=NC=CC=C21)N[C@@H](COC(C)=O)C2=CC=CC=C2 (acetic acid 2-[4-oxo-5-(1H-pyrrolo[2,3,b]pyridine-3-ylmethylene)-4,5-dihydro-thiazol-2-ylamino]-2-(R)-phenyl-ethyl ester). Yield: 145.3%. RXN SMILES: [O:1]=[C:2]1[CH2:6][S:5][C:4]([NH:7][C@H:8]([C:14]2[CH:19]=[CH:18][CH:17]=[CH:16][CH:15]=2)[CH2:9][O:10][C:11](=[O:13])[CH3:12])=[N:3]1.[NH:20]1[C:24]2=[N:25][CH:26]=[CH:27][CH:28]=[C:23]2[C:22]([CH:29]=O)=[CH:21]1.C(O)(=O)C1C=CC=CC=1.N1CCCCC1>C1(C)C=CC=CC=1>[O:1]=[C:2]1[C:6](=[CH:29][C:22]2[C:23]3[C:24](=[N:25][CH:26]=[CH:27][CH:28]=3)[NH:20][CH:21]=2)[S:5][C:4]([NH:7][C@H:8]([C:14]2[CH:19]=[CH:18][CH:17]=[CH:16][CH:15]=2)[CH2:9][O:10][C:11](=[O:13])[CH3:12])=[N:3]1. Procedure details: To a suspension of acetic acid 2-[4-oxo-4,5-dihydro-thiazol-2-ylamino]-2-(R)-phenyl-ethyl ester (400 mg, 1.43 mmol) and 1H-pyrrolo[2,3-b]pyridine-3-carbaldehyde (77.3 mg, 0.53 mmol) in toluene (5 mL) in a microwave tube was added benzoic acid (17.64 mg, 0.144 mmol) and piperidine (14.5 uL, 0.144 mmol) at room temperature. The microwave tube was sealed and heated to 150° C. in a closed microwave for 1 h. Then, the mixture was cooled to room temperature and diluted with toluene. The solids were co... The reactants are ClC(Cl)Cl, O=S(=O)(O)Cl, Cc1ccc([N+](=O)[O-])cc1, O. Product: Cc1ccc([N+](=O)[O-])cc1S(=O)(=O)Cl. RXN SMILES: [CH:17]([Cl:18])([Cl:19])[Cl:20].[Cl:1][S:2](=[O:3])(=[O:4])[OH:5].[N+:6](=[O:7])([O-:8])[c:9]1[cH:10][cH:11][c:12]([CH3:15])[cH:13][cH:14]1.[OH2:16]>>[Cl:1][S:2](=[O:3])(=[O:5])[c:13]1[c:12]([CH3:15])[cH:11][cH:10][c:9]([N+:6](=[O:7])[O-:8])[cH:14]1. The reactants are compound C, CC1=C(C=CC=C1)NN (2-methylphenylhydrazine), COC=1C=C(C=CC1OC)C1=NN(C([C@H]2CCCC[C@@H]12)=O)CCO ((cis)-4-(3,4-Dimethoxyphenyl)-2-(2-hydroxy-1-ethyl)-4a,5,6,7,8,8a-hexahydro-2H-phthalazin-1-one). Yields the product COC=1C=C(C=CC1OC)C1=NN(C([C@H]2CC=CC[C@@H]12)=O)C1=C(C=CC=C1)C ((cis)-4-(3,4-Dimethoxyphenyl)-2-(2-methylphenyl)-4a,5,8,8a-tetrahydro-2H-phthalazin-1-one). Reaction SMILES: [CH3:1][C:2]1[CH:7]=[CH:6][CH:5]=[CH:4][C:3]=1[NH:8][NH2:9].[CH3:10][O:11][C:12]1[CH:13]=[C:14]([C:20]2[C@H:29]3[C@H:24]([CH2:25][CH2:26][CH2:27][CH2:28]3)[C:23](=[O:30])N(CCO)N=2)[CH:15]=[CH:16][C:17]=1[O:18][CH3:19]>>[CH3:10][O:11][C:12]1[CH:13]=[C:14]([C:20]2[C@H:29]3[C@H:24]([CH2:25][CH:26]=[CH:27][CH2:28]3)[C:23](=[O:30])[N:8]([C:3]3[CH:4]=[CH:5][CH:6]=[CH:7][C:2]=3[CH3:1])[N:9]=2)[CH:15]=[CH:16][C:17]=1[O:18][CH3:19]. Reported procedure: Prepared from compound C (see starting compounds) and 2-methylphenylhydrazine as described for compound 35. Crystallization from methanol. M.p. 144°-145° C. The reactants are C1CCOC1, O=Cc1ccc(Cl)cc1, [F-], [K+], OB(O)c1ccccc1. The product is O=Cc1ccc(-c2ccccc2)cc1. As a reaction SMILES: [CH2:21]1[O:22][CH2:23][CH2:24][CH2:25]1.[Cl:1][c:2]1[cH:3][cH:4][c:5]([CH:6]=[O:7])[cH:8][cH:9]1.[F-:19].[K+:20].[OH:10][B:11]([OH:12])[c:13]1[cH:14][cH:15][cH:16][cH:17][cH:18]1>>[c:2]1(-[c:13]2[cH:14][cH:15][cH:16][cH:17][cH:18]2)[cH:3][cH:4][c:5]([CH:6]=[O:7])[cH:8][cH:9]1. Starting materials: FC1=CC=C(C=C1)C#CC(C)(C)N1C(OC(CC1)(C1=CC=CC=C1)CC1(OC1)C)=O (3-(4-(4-fluorophenyl)-2-methylbut-3-yn-2-yl)-6-((2-methyloxiran-2-yl)methyl)-6-phenyl-1,3-oxazinan-2-one), O (H2O), O (water), ice, LiEt3BH. Solvent: CCOC(=O)C (EtOAc), C1CCOC1 (THF), C1CCOC1 (THF). Yields the product FC1=CC=C(C=C1)C#CC(C)(C)N1C(OC(CC1)(C1=CC=CC=C1)CC(C)(C)O)=O (3-(4-(4-fluorophenyl)-2-methylbut-3-yn-2-yl)-6-(2-hydroxy-2-methylpropyl)-6-phenyl-1,3-oxazinan-2-one). As a reaction SMILES: [F:1][C:2]1[CH:7]=[CH:6][C:5]([C:8]#[C:9][C:10]([N:13]2[CH2:18][CH2:17][C:16]([CH2:25][C:26]3([CH3:29])[CH2:28][O:27]3)([C:19]3[CH:24]=[CH:23][CH:22]=[CH:21][CH:20]=3)[O:15][C:14]2=[O:30])([CH3:12])[CH3:11])=[CH:4][CH:3]=1.O>C1COCC1.CCOC(C)=O>[F:1][C:2]1[CH:7]=[CH:6][C:5]([C:8]#[C:9][C:10]([N:13]2[CH2:18][CH2:17][C:16]([CH2:25][C:26]([OH:27])([CH3:29])[CH3:28])([C:19]3[CH:20]=[CH:21][CH:22]=[CH:23][CH:24]=3)[O:15][C:14]2=[O:30])([CH3:12])[CH3:11])=[CH:4][CH:3]=1. Procedure details: A stirred solution of crude 3-(4-(4-fluorophenyl)-2-methylbut-3-yn-2-yl)-6-((2-methyloxiran-2-yl)methyl)-6-phenyl-1,3-oxazinan-2-one (18 mg, ≦0.038 mmol) in dry THF (2 mL) was cooled in an ice bath and 1 M LiEt3BH in THF (0.2 mL, 0.2 mmol) was added. The mixture was stirred in the ice bath for 3 h and 30% H2O (1 mL) and water (5 mL) were added. The mixture was diluted with EtOAc (90 mL), washed with brine (10 mL), 30% aq Na2S2O3 (10 mL) and brine (10 mL), and dried over Na2SO4. Removal of the so...